This data is from the Open Reaction Database (ORD), a public repository of structured organic reaction records. The task is: describe an organic reaction: reactants, conditions, products, and yield Reactants: O=S(=O)(Cl)C1CC1, CCN(C(C)C)C(C)C, ClCCl, CCS(=O)(=O)N1CCC(c2c[nH]c3c(C(N)=O)cc(-c4cccc(CN)c4)cc23)CC1, CN(C)C=O. The product is CCS(=O)(=O)N1CCC(c2c[nH]c3c(C(N)=O)cc(-c4cccc(CNS(=O)(=O)C5CC5)c4)cc23)CC1. RXN SMILES: [CH:32]1([S:35](=[O:36])(=[O:37])[Cl:38])[CH2:33][CH2:34]1.[CH:39]([N:40]([CH2:41][CH3:42])[CH:43]([CH3:44])[CH3:45])([CH3:46])[CH3:47].[Cl:53][CH2:54][Cl:55].[NH2:1][CH2:2][c:3]1[cH:4][c:5](-[c:9]2[cH:10][c:11]3[c:12]([CH:21]4[CH2:22][CH2:23][N:24]([S:27](=[O:28])(=[O:29])[CH2:30][CH3:31])[CH2:25][CH2:26]4)[cH:13][nH:14][c:15]3[c:16]([C:18](=[O:19])[NH2:20])[cH:17]2)[cH:6][cH:7][cH:8]1.[O:48]=[CH:49][N:50]([CH3:51])[CH3:52]>>[NH:1]([CH2:2][c:3]1[cH:4][c:5](-[c:9]2[cH:10][c:11]3[c:12]([CH:21]4[CH2:22][CH2:23][N:24]([S:27](=[O:28])(=[O:29])[CH2:30][CH3:31])[CH2:25][CH2:26]4)[cH:13][nH:14][c:15]3[c:16]([C:18](=[O:19])[NH2:20])[cH:17]2)[cH:6][cH:7][cH:8]1)[S:35]([CH:32]1[CH2:33][CH2:34]1)(=[O:36])=[O:37]. Starting materials: CSc1nsc(OCc2ccccc2)n1, ClC(Cl)Cl, O=C(OO)c1cccc(Cl)c1, [Na+], [Na+], O=S([O-])[O-]. Yields the product CS(=O)c1nsc(OCc2ccccc2)n1. As a reaction SMILES: [CH2:1]([c:2]1[cH:3][cH:4][cH:5][cH:6][cH:7]1)[O:8][c:9]1[n:10][c:11]([S:14][CH3:15])[n:12][s:13]1.[CH:33]([Cl:34])([Cl:35])[Cl:36].[Cl:16][c:17]1[cH:18][cH:19][cH:20][c:21]([C:22]([O:23][OH:25])=[O:24])[cH:26]1.[Na+:31].[Na+:32].[S:27]([O-:28])([O-:29])=[O:30]>>[CH2:1]([c:2]1[cH:3][cH:4][cH:5][cH:6][cH:7]1)[O:8][c:9]1[n:10][c:11]([S:14]([CH3:15])=[O:24])[n:12][s:13]1. Starting materials: [Si](C)(C)(C)C#N (TMSCN), NC1=CC(=C(C=C1)CCCC#N)F (4-(4-amino-2-fluorophenyl)butanenitrile), CC(=O)C (acetone). Reagents/catalysts: [Cl-].[Cl-].[Zn+2] (ZnCl2). Product: C(#N)C(C)(C)NC1=CC(=C(C=C1)CCCC#N)F (4-(4-((2-cyanopropan-2-yl)amino)-2-fluorophenyl)butanenitrile). The yield is 96.4%. As a reaction SMILES: [Si]([C:5]#[N:6])(C)(C)C.[NH2:7][C:8]1[CH:13]=[CH:12][C:11]([CH2:14][CH2:15][CH2:16][C:17]#[N:18])=[C:10]([F:19])[CH:9]=1.[CH3:20][C:21]([CH3:23])=O>[Cl-].[Cl-].[Zn+2]>[C:5]([C:21]([NH:7][C:8]1[CH:13]=[CH:12][C:11]([CH2:14][CH2:15][CH2:16][C:17]#[N:18])=[C:10]([F:19])[CH:9]=1)([CH3:23])[CH3:20])#[N:6] |f:3.4.5|. Reported procedure: TMSCN (0.37 mL, 2.78 mmol) was added to a mixture of compound 68 (165 mg, 0.93 mmol), acetone (0.41 mL, 5.58 mmol) and ZnCl2 (12 mg, 0.09 mmol) with stirring. The reaction mixture was stirred at room temperature for 1 h, and concentrated in vacuo. The residue was diluted with water and extracted with DCM. The combined organic layers were washed with brine, dried over Na2SO4 and concentrated to dryness to give compound 69 (220 mg, 96%) as a light yellow oil. The crude product was used directly fo... The reactants are OC(=O)C(C)C1=CC=C(CC(C)C)C=C1.[Na] (sodium ibuprofen), chloroester, ( c ), [OH-].[Na+] (sodium hydroxide). Solvent: O (water), O (water), O (water). Conditions: temperature 95 celsius. The product is [O-]C(=O)C(C)C1=CC=C(CC(C)C)C=C1.[Na+] (Sodium Ibuprofen Salt). As a reaction SMILES: [OH-].[Na+:2].[OH:3][C:4]([CH:6]([C:8]1[CH:17]=[CH:16][C:11]([CH2:12][CH:13]([CH3:15])[CH3:14])=[CH:10][CH:9]=1)[CH3:7])=[O:5].[Na]>O>[O-:5][C:4]([CH:6]([C:8]1[CH:9]=[CH:10][C:11]([CH2:12][CH:13]([CH3:14])[CH3:15])=[CH:16][CH:17]=1)[CH3:7])=[O:3].[Na+:2] |f:0.1,2.3,5.6,^1:17|. Procedure: The chloroester solution prepared in (c) was heated to reflux at 95°-100° C. and 13 kg of 50% sodium hydroxide in water was added over twenty minutes. The mixture was refluxed for forty minutes at 95±5° C. GLC analysis of an aliquot indicated complete reaction. 6.4 liters of water were slowly added to the mixture, keeping the temperature about 75° C. After water addition was complete, the mixture was cooled to 70° C. and was seeded with 30 g of good quality sodium ibuprofen. The resulting slurry... Yields the product Cc1nc(CNC=O)ccc1OCc1ccccc1. RXN SMILES: [CH:20](=[O:21])[OH:22].[NH2:1][CH2:2][c:3]1[cH:4][cH:5][c:6]([O:10][CH2:11][c:12]2[cH:13][cH:14][cH:15][cH:16][cH:17]2)[c:7]([CH3:9])[n:8]1.[NH4+:18].[OH-:19]>>[NH:1]([CH2:2][c:3]1[cH:4][cH:5][c:6]([O:10][CH2:11][c:12]2[cH:13][cH:14][cH:15][cH:16][cH:17]2)[c:7]([CH3:9])[n:8]1)[CH:20]=[O:21]. The reactants are O=CO, Cc1nc(CN)ccc1OCc1ccccc1, [NH4+], [OH-]. Starting materials: Cl.ClC1=C(C=C(C=C1)Cl)C1CC(C=2C(=NNC2C1)C)=O (6-(2,5-dichlorophenyl)-3-methyl-4,5,6,7-tetrahydroindazol-4-one hydrochloride), C(=N)(N)NN.Cl (aminoguanidine hydrochloride), Cl (hydrochloric acid), O (water). The solvent is C(C)O (ethanol). Yields the product Cl.ClC1=C(C=C(C=C1)Cl)C1CC(C=2C(=NNC2C1)C)=NNC(=N)N (6-(2,5-dichlorophenyl)-4-guanidinoimino-3-methyl-4,5,6,7-tetrahydroindazole hydrochloride). Yield: 186.6%. As a reaction SMILES: Cl.[Cl:2][C:3]1[CH:8]=[CH:7][C:6]([Cl:9])=[CH:5][C:4]=1[CH:10]1[CH2:18][C:17]2[NH:16][N:15]=[C:14]([CH3:19])[C:13]=2[C:12](=O)[CH2:11]1.[C:21]([NH:24][NH2:25])([NH2:23])=[NH:22].Cl.Cl.O>C(O)C>[ClH:2].[Cl:2][C:3]1[CH:8]=[CH:7][C:6]([Cl:9])=[CH:5][C:4]=1[CH:10]1[CH2:18][C:17]2[NH:16][N:15]=[C:14]([CH3:19])[C:13]=2[C:12](=[N:25][NH:24][C:21]([NH2:23])=[NH:22])[CH2:11]1 |f:0.1,2.3,7.8|. Procedure details: To a solution of 6-(2,5-dichlorophenyl)-3-methyl-4,5,6,7-tetrahydroindazol-4-one hydrochloride (1.1 g), aminoguanidine hydrochloride (0.49 g) in ethanol (30 ml) were added concentrated hydrochloric acid (0.9 ml) and water (0.9 ml), and the mixture was refluxed for 5 hours. Under reduced pressure, the solvent was evaporated, and the residue was dissolved in water. The solution was washed with ethyl acetate, and the aqueous layer was concentrated under reduced pressure. Precipitated crystals were ... The reactants are Cl (HCl), ClC1=C(C(=CC=C1[N+](=O)[O-])Cl)S(=O)(=O)N (2,6-dichloro-3-nitrobenzenesulfonamide), C(C)(=O)[O-].[K+] (potassium acetate), C1COCCOCCOCCOCCOCCO1 (18-crown-6). Solvent: CS(=O)C (dimethyl sulfoxide). Yields the product C(C)(=O)C1=C(C(=CC=C1[N+](=O)[O-])Cl)S(=O)(=O)N (2-Acetyl-6-chloro-3-nitrobenzenesulfonamide). Yield: 79.9%. RXN SMILES: Cl[C:2]1[C:7]([N+:8]([O-:10])=[O:9])=[CH:6][CH:5]=[C:4]([Cl:11])[C:3]=1[S:12]([NH2:15])(=[O:14])=[O:13].[C:16]([O-])(=[O:18])[CH3:17].[K+].C1OCCOCCOCCOCCOCCOC1.Cl>CS(C)=O>[C:16]([C:2]1[C:7]([N+:8]([O-:10])=[O:9])=[CH:6][CH:5]=[C:4]([Cl:11])[C:3]=1[S:12]([NH2:15])(=[O:14])=[O:13])(=[O:18])[CH3:17] |f:1.2|. Reported procedure: A solution of 2,6-dichloro-3-nitrobenzenesulfonamide (2.04 g, 7.5 mmol), potassium acetate (2.21 g, 22.5 mmol) and 18-crown-6 (5.95 g, 22.5 mmol) in 50 mL of dimethyl sulfoxide was heated to 45° C., for 7 days. The mixture was acidified with 1N aq. HCl, and extracted with ethyl acetate. The organic layer was concentrated to give the crude material. Column chromatography on silica gel, eluting with ethyl acetate/hexane/acetic acid (50/49/1, v/v/v) gave the desired product (1.67 g, 76%). EI-MS (m/... The reactants are C1CCOC1, CC(=O)O, CC(C)OC(=O)N1CCC(ON=C2CCN(c3cc(F)c(N)cc3F)CC2)CC1, N#CO[K], O. Product: CC(C)OC(=O)N1CCC(ON=C2CCN(c3cc(F)c(NC(N)=O)cc3F)CC2)CC1. RXN SMILES: [CH2:38]1[O:39][CH2:40][CH2:41][CH2:42]1.[CH3:34][C:35](=[O:36])[OH:37].[CH:1]([CH3:2])([CH3:3])[O:4][C:5](=[O:6])[N:7]1[CH2:8][CH2:9][CH:10]([O:13][N:14]=[C:15]2[CH2:16][CH2:17][N:18]([c:21]3[c:22]([F:29])[cH:23][c:24]([NH2:28])[c:25]([F:27])[cH:26]3)[CH2:19][CH2:20]2)[CH2:11][CH2:12]1.[K:30][O:31][C:32]#[N:33].[OH2:43]>>[CH:1]([CH3:2])([CH3:3])[O:4][C:5](=[O:6])[N:7]1[CH2:8][CH2:9][CH:10]([O:13][N:14]=[C:15]2[CH2:16][CH2:17][N:18]([c:21]3[c:22]([F:29])[cH:23][c:24]([NH:28][C:32](=[O:31])[NH2:33])[c:25]([F:27])[cH:26]3)[CH2:19][CH2:20]2)[CH2:11][CH2:12]1. Starting materials: Cc1cccnc1C=O, ClCCl, CC(N)c1ccccn1. The product is Cc1cccnc1CNC(C)c1ccccn1. As a reaction SMILES: [CH3:1][c:2]1[c:3]([CH:8]=[O:9])[n:4][cH:5][cH:6][cH:7]1.[Cl:19][CH2:20][Cl:21].[n:10]1[c:11]([CH:16]([CH3:17])[NH2:18])[cH:12][cH:13][cH:14][cH:15]1>>[CH3:1][c:2]1[c:3]([CH2:8][NH:18][CH:16]([c:11]2[n:10][cH:15][cH:14][cH:13][cH:12]2)[CH3:17])[n:4][cH:5][cH:6][cH:7]1.